From a dataset of the Open Reaction Database (ORD), a public repository of structured organic reaction records. describe an organic reaction: reactants, conditions, products, and yield Reactants: C(C)(=O)NCCCS(=O)(=O)OCC([C@H](C(=O)OCOC(=O)OC(C)C)OCC1=CC=CC=C1)(C)C ((methylethoxycarbonyloxy)methyl (2R)-4-{[3-(acetylamino)propyl]sulfonyloxy}-3,3-dimethyl-2-(phenylmethoxy)butanoate), benzyl ethers. Reagents/catalysts: [Pd] (palladium on activated carbon). Solvent: C(C)O (ethanol). Reaction conditions: time 8 hour. The product is C(C)(=O)NCCCS(=O)(=O)OCC([C@H](C(=O)OCOC(=O)OC(C)C)O)(C)C ((Methylethoxycarbonyloxy)methyl (2R)-4-{[3-(acetylamino)propyl]sulfonyloxy}-2-hydroxy-3,3-dimethylbutanoate). The yield is 85.8%. RXN SMILES: [C:1]([NH:4][CH2:5][CH2:6][CH2:7][S:8]([O:11][CH2:12][C:13]([CH3:35])([CH3:34])[C@@H:14]([O:26]CC1C=CC=CC=1)[C:15]([O:17][CH2:18][O:19][C:20]([O:22][CH:23]([CH3:25])[CH3:24])=[O:21])=[O:16])(=[O:10])=[O:9])(=[O:3])[CH3:2]>[Pd].C(O)C>[C:1]([NH:4][CH2:5][CH2:6][CH2:7][S:8]([O:11][CH2:12][C:13]([CH3:34])([CH3:35])[C@@H:14]([OH:26])[C:15]([O:17][CH2:18][O:19][C:20]([O:22][CH:23]([CH3:24])[CH3:25])=[O:21])=[O:16])(=[O:9])=[O:10])(=[O:3])[CH3:2]. Procedure details: Following the general procedure of hydrogenolysis of benzyl ethers of Description 18, a mixture of (methylethoxycarbonyloxy)methyl (2R)-4-{[3-(acetylamino)propyl]sulfonyloxy}-3,3-dimethyl-2-(phenylmethoxy)butanoate (27c) (16 mg, 0.03 mmol) and 20 mg of 10 wt.-% of palladium on activated carbon in 2 mL of ethanol (EtOH) was stirred overnight under a hydrogen atmosphere. After purification by mass-guided preparative HPLC, 11 mg (83% yield) of the title compound (27) was obtained as a colorless, vi... As a reaction SMILES: [CH3:25][OH:26].[Cl:1][c:2]1[c:3]([O:15][c:16]2[c:17]([C:18]#[N:19])[cH:20][cH:21][cH:22][cH:23]2)[cH:4][n:5][n:6]([CH:9]2[CH2:10][CH2:11][CH2:12][CH2:13][O:14]2)[c:7]1=[O:8].[ClH:24].[OH2:27]>>[Cl:1][c:2]1[c:3]([O:15][c:16]2[c:17]([C:18]#[N:19])[cH:20][cH:21][cH:22][cH:23]2)[cH:4][n:5][nH:6][c:7]1=[O:8]. Reactants: CO, N#Cc1ccccc1Oc1cnn(C2CCCCO2)c(=O)c1Cl, Cl, O. Product: N#Cc1ccccc1Oc1cn[nH]c(=O)c1Cl. Solvent: N1=CC=CC=C1 (pyridine), CO (methanol). RXN SMILES: [O:1]=[CH:2][C@@H:3]([C@@H:5]([C@@H:7]([CH2:9][OH:10])[OH:8])[OH:6])[OH:4].S(=O)(=O)(O)O.C(O[C:20](=[O:22])[CH3:21])(=O)C.[C:23]([OH:26])(=O)[CH3:24]>CO.N1C=CC=CC=1>[C:2]([O:1][C@@H:2]1[O:8][C@H:7]([CH2:9][O:10][C:20](=[O:22])[CH3:21])[C@@H:5]([O:6][C:23](=[O:26])[CH3:24])[C@H:3]1[O:4][C:5](=[O:6])[CH3:7])(=[O:1])[CH3:3]. Reactants: O=C[C@H](O)[C@H](O)[C@H](O)CO (D-ribose), S(O)(O)(=O)=O (sulfuric acid), C(C)(=O)OC(C)=O (acetic anhydride), S(O)(O)(=O)=O (sulfuric acid), C(C)(=O)OC(C)=O (acetic anhydride), C(C)(=O)O (acetic acid). Reported procedure: In Non-Patent Document 5, D-ribose is used as a starting material, the alkylation of the hydroxyl group at 1-position is carried out in methanol in the presence of sulfuric acid, the acetylation is carried out with acetic anhydride in pyridine, and the acetolysis is carried out in acetic acid and acetic anhydride in the presence of concentrated sulfuric acid. By recrystallizing from ethanol, 1,2,3,5-tetra-O-acetyl-β-D-ribofuranose is obtained at a total yield of 55%. Moreover, the hydroxyl group... Isolated yield 55.0%. The product is C(C)(=O)O[C@H]1[C@H](OC(C)=O)[C@H](OC(C)=O)[C@H](O1)COC(C)=O (1,2,3,5-tetra-O-acetyl-β-D-ribofuranose). Reactants: CN(C)C=O (DMF), C([O-])([O-])=O.[K+].[K+] (potassium carbonate), BrC=1C(=NC(=CC1)OC)C#CC(C)C (3-bromo-6-methoxy-2-(3-methyl-1-butynyl)pyridine). Solvent: [Cl-].[Na+].O (brine), C(Cl)Cl (methylene chloride). Reaction conditions: time 4 hour. Yields the product BrC=1C=2N(C(=CC1)OC)N=C(C2)C(C)C (4-bromo-2-isopropyl-7-methoxypyrazolo[1,5-a]pyridine). RXN SMILES: [Br:1][C:2]1[C:3]([C:10]#[C:11][CH:12]([CH3:14])[CH3:13])=[N:4][C:5]([O:8][CH3:9])=[CH:6][CH:7]=1.C[N:16](C=O)C.C(=O)([O-])[O-].[K+].[K+]>C(Cl)Cl.[Cl-].[Na+].O>[Br:1][C:2]1[C:3]2[N:4]([N:16]=[C:11]([CH:12]([CH3:14])[CH3:13])[CH:10]=2)[C:5]([O:8][CH3:9])=[CH:6][CH:7]=1 |f:2.3.4,6.7.8|. Reported procedure: The compound of Example 261 (28.9 g) was added to a solution of MSH (26.1 g) in methylene chloride (250 mL) and the mixture was stirred for 4 hours, followed by concentration of the solvent and sequential addition of DMF (250 mL) and potassium carbonate (65.1 g). The resulting mixture was vigorously stirred at room temperature for 2 hours. Subsequently, saturated brine was added and the mixture was extracted with ether. The organic layer was dried over magnesium sulfate. The solvent was evaporat... Reactants: ice water, COC(C1=C(C=CC(=C1)O)Br)=O (2-Bromo-5-hydroxy-benzoic acid methyl ester), [H-].[Na+] (NaH), S(=O)(=O)(OC)OC (Dimethyl sulfate), Cl (HCl). The solvent is O1CCOCC1 (1,4-dioxane). Reaction conditions: time 10 minute. The product is COC(C1=C(C=CC(=C1)OC)Br)=O (2-Bromo-5-methoxy-benzoic acid methyl ester). As a reaction SMILES: [CH3:1][O:2][C:3](=[O:12])[C:4]1[CH:9]=[C:8]([OH:10])[CH:7]=[CH:6][C:5]=1[Br:11].[H-].[Na+].S(OC)(O[CH3:19])(=O)=O.Cl>O1CCOCC1>[CH3:1][O:2][C:3](=[O:12])[C:4]1[CH:9]=[C:8]([O:10][CH3:19])[CH:7]=[CH:6][C:5]=1[Br:11] |f:1.2|. Procedure: Compound of example 152 (6.5 g, 28.1 mmol) was dissolved in dry 1,4-dioxane (50 mL) under dry N2 atmosphere. To this solution, NaH (50%, 3.37 g, 70.20 mmol) was added in portions at 25° C. and the mixture was stirred for 10 min. Dimethyl sulfate (4 mL, 5.31 g, 40.48 mmol) was added and the reaction mixture was stirred at 50° C. for 1 h. It was poured into ice water, acidified using 6N HCl and extracted using EtOAc (3×100 mL). The organic extract was washed with water, dried (anhydrous Na2SO4), c...